This data is from the Open Reaction Database (ORD), a public repository of structured organic reaction records. The task is: describe an organic reaction: reactants, conditions, products, and yield The reactants are C1(CCC(=O)O1)=O (succinic anhydride), C(CC(=O)O)(=O)O (malonic acid), cyclic anhydride, C(=O)=O (carbon dioxide), C(CCC(=O)O)(=O)O (succinic acid). Product: C(CCCCC(=O)O)(=O)O (adipic acid), C(CCCC(=O)O)(=O)O (glutaric acid), C(CCC(=O)O)(=O)O (succinic acid), cyclic anhydride. As a reaction SMILES: [C:1]([OH:7])(=[O:6])[CH2:2][C:3](O)=O.[C:8](=[O:10])=[O:9].[C:11]([OH:18])(=[O:17])[CH2:12][CH2:13][C:14]([OH:16])=[O:15].[C:19]1(=O)[O:24][C:22](=[O:23])[CH2:21][CH2:20]1>>[C:14]([OH:16])(=[O:15])[CH2:13][CH2:12][CH2:3][CH2:2][C:1]([OH:7])=[O:6].[C:22]([OH:24])(=[O:23])[CH2:21][CH2:20][CH2:19][C:8]([OH:10])=[O:9].[C:11]([OH:18])(=[O:17])[CH2:12][CH2:13][C:14]([OH:16])=[O:15]. Reported procedure: Elsewhere, that treatise notes that malonic acid loses carbon dioxide on heating above its melting point, and in aqueous solution, undergoes decarboxylation at 70° C. (vol. 14: 794-795); that succinic acid sublimes when heated below its 188° C. melting point, dehydrates at its melting point, and forms a cyclic anhydride, succinic anhydride having mp 119.6° C. (vol. 21: 848-849); and that adipic acid, unlike glutaric acid and succinic acid, does not readily form a cyclic anhydride, but decomposes... The reactants are [OH-].[K+] (potassium hydroxide), BrC=1SC(=NN1)C(F)(F)F (2-bromo-5-trifluoromethyl-1,3,4-thiadiazole), NC(=S)N (thiourea), Cl (hydrochloric acid). Solvent: O (water), C(C)O (ethanol), O (water). Product: SC=1SC(=NN1)C(F)(F)F (2-mercapto-5-trifluoromethyl-1,3,4-thiadiazole). The yield is 59.1%. Reaction SMILES: Br[C:2]1[S:3][C:4]([C:7]([F:10])([F:9])[F:8])=[N:5][N:6]=1.NC(N)=[S:13].[OH-].[K+].Cl>C(O)C.O>[SH:13][C:2]1[S:3][C:4]([C:7]([F:10])([F:9])[F:8])=[N:5][N:6]=1 |f:2.3|. Procedure details: 699 g (3 moles) of 2-bromo-5-trifluoromethyl-1,3,4-thiadiazole and 248 g (3.3 moles) of thiourea in a mixture of 600 ml of ethanol and 75 ml of water were heated for 2 hours under reflux. A solution of 223 g of potassium hydroxide in 2 liters of water was rapidly added dropwise to the reaction solution while it was still hot, and the mixture was once more heated under reflux, for 5 minutes. The cooled solution was adjusted to pH 5 with dilute hydrochloric acid and extracted repeatedly with methy... Reactants: O (water), [H-].[Na+] (sodium hydride), C(CC=CCC)O (3-hexen-1-ol), ClC1=NC(=NC(=N1)Cl)Cl (2,4,6-trichloro-1,3,5-triazine). The solvent is O1CCCC1 (tetrahydrofuran), O1CCCC1 (tetrahydrofuran). Run at temperature 0 celsius, time 3 hour. The product is C(CC=CCC)OC1=NC(=NC(=N1)OCCC=CCC)OCCC=CCC (2,4,6-tri(3-hexene-1-oxy)-1,3,5-triazine). Yield: 61.0%. Reaction SMILES: [H-].[Na+].[CH2:3]([OH:9])[CH2:4][CH:5]=[CH:6][CH2:7][CH3:8].Cl[C:11]1[N:16]=[C:15](Cl)[N:14]=[C:13](Cl)[N:12]=1.[OH2:19]>O1CCCC1>[CH2:3]([O:9][C:11]1[N:16]=[C:15]([O:19][CH2:3][CH2:4][CH:5]=[CH:6][CH2:7][CH3:8])[N:14]=[C:13]([O:9][CH2:3][CH2:4][CH:5]=[CH:6][CH2:7][CH3:8])[N:12]=1)[CH2:4][CH:5]=[CH:6][CH2:7][CH3:8] |f:0.1|. Procedure: To 16.6 g of sodium hydride (purity: 60% or more), 600 mL of tetrahydrofuran was added and the resultant reaction mixture was cooled down to 0° C., followed by dropping 40.1 g of 3-hexen-1-ol into the reaction mixture at 4° C. or less to be added. After the completion of the dropping, the resultant reaction mixture was stirred at room temperature for 3 hours. Then, the reaction mixture was cooled down again to 0° C. and into the reaction mixture, 18.4 g of 2,4,6-trichloro-1,3,5-triazine dissolve... Starting materials: [BH4-], O=Cc1ccc(Br)cn1, CO, [Na+]. Yields the product OCc1ccc(Br)cn1. Reaction SMILES: [BH4-:10].[Br:1][c:2]1[cH:3][cH:4][c:5]([CH:8]=[O:9])[n:6][cH:7]1.[CH3:12][OH:13].[Na+:11]>>[Br:1][c:2]1[cH:3][cH:4][c:5]([CH2:8][OH:9])[n:6][cH:7]1. Reactants: Cc1ccccc1O, CC#N, Cc1ccccc1I, Ic1ccccc1, CN(C)C=O. The product is Cc1ccccc1Oc1ccccc1C. Reaction SMILES: [CH3:1][c:2]1[cH:3][cH:4][cH:5][cH:6][c:7]1[OH:8].[CH3:24][C:25]#[N:26].[I:16][c:17]1[c:18]([CH3:23])[cH:19][cH:20][cH:21][cH:22]1.[I:9][c:10]1[cH:11][cH:12][cH:13][cH:14][cH:15]1.[O:27]=[CH:28][N:29]([CH3:30])[CH3:31]>>[CH3:1][c:2]1[cH:3][cH:4][cH:5][cH:6][c:7]1[O:8][c:17]1[c:18]([CH3:23])[cH:19][cH:20][cH:21][cH:22]1. Starting materials: NC1=C(C=C(C=C1)Br)NC(=O)[C@H]1N(CCC1)C(=O)OC(C)(C)C ((S)-tert-butyl 2-(2-amino-5-bromophenylcarbamoyl)pyrrolidine-1-carboxylate). Run in C(C)(=O)O (acetic acid), C1(=CC=CC=C1)C (toluene). Product: BrC1=CC2=C(NC(=N2)[C@H]2N(CCC2)C(=O)OC(C)(C)C)C=C1 ((S)-tert-butyl 2-(5-bromo-1H-benzo[d]imidazol-2-yl)pyrrolidine-1-carboxylate). The yield is 85.0%. As a reaction SMILES: [NH2:1][C:2]1[CH:7]=[CH:6][C:5]([Br:8])=[CH:4][C:3]=1[NH:9][C:10]([C@@H:12]1[CH2:16][CH2:15][CH2:14][N:13]1[C:17]([O:19][C:20]([CH3:23])([CH3:22])[CH3:21])=[O:18])=O>C(O)(=O)C.C1(C)C=CC=CC=1>[Br:8][C:5]1[CH:6]=[CH:7][C:2]2[NH:1][C:10]([C@@H:12]3[CH2:16][CH2:15][CH2:14][N:13]3[C:17]([O:19][C:20]([CH3:23])([CH3:22])[CH3:21])=[O:18])=[N:9][C:3]=2[CH:4]=1. Reported procedure: A solution of the compound of Example 49A in glatial acetic acid (75 mL) was warmed at 60° C. for 3 h. The mixture was cooled and diluted with toluene and concentrated in vacuo. The remainder of the acetic acid was removed by azeotroping with toluene (2×) and the residue was chromatographed over a 360 g silica gel cartridge, eluting with 25-75% ethyl acetate in dichloromethane. These procedures afforded the product (10.0 g, 85%) as a light beige rigid foam. The reactants are C(C1=CC=CC=C1)(=O)N1CC2=C(N=NC(=C2)SC)CC1 (6-benzoyl-5,6,7,8-tetrahydro-3-methylmercaptopyrido[4,3-c]pyridazine), CNN (methylhydrazine). The solvent is C(C)O (ethanol). Yields the product C(C1=CC=CC=C1)(=O)N1CC2=C(N=NC(=C2)N(N)C)CC1 (6-Benzoyl-5,6,7,8-tetrahydro-3-(1-methylhydrazino)pyrido[4,3-c]pyridazine). Reaction SMILES: [C:1]([N:9]1[CH2:20][CH2:19][C:12]2[N:13]=[N:14][C:15](SC)=[CH:16][C:11]=2[CH2:10]1)(=[O:8])[C:2]1[CH:7]=[CH:6][CH:5]=[CH:4][CH:3]=1.[CH3:21][NH:22][NH2:23]>C(O)C>[C:1]([N:9]1[CH2:20][CH2:19][C:12]2[N:13]=[N:14][C:15]([N:22]([CH3:21])[NH2:23])=[CH:16][C:11]=2[CH2:10]1)(=[O:8])[C:2]1[CH:7]=[CH:6][CH:5]=[CH:4][CH:3]=1. Procedure details: 2.9 g of 6-benzoyl-5,6,7,8-tetrahydro-3-methylmercaptopyrido[4,3-c]pyridazine and 1.5 g of methylhydrazine are heated in 20 cc of 95% ethanol in an autoclave at a bath temperature of 150° for 18 hours, and the mixture is subsequently worked up as described in Example 47. The bisqentisinate of the title compound has a M.P. 166°-168° (decomp.).